From a dataset of the Open Reaction Database (ORD), a public repository of structured organic reaction records. describe an organic reaction: reactants, conditions, products, and yield Starting materials: COCc1onc(-c2cccc(C#N)c2)c1C(=O)OC, C1CCOC1, [Li+], [OH-], O, O. The product is COCc1onc(-c2cccc(C#N)c2)c1C(=O)O. RXN SMILES: [C:1](#[N:2])[c:3]1[cH:4][c:5](-[c:9]2[n:10][o:11][c:12]([CH2:18][O:19][CH3:20])[c:13]2[C:14](=[O:15])[O:16][CH3:17])[cH:6][cH:7][cH:8]1.[CH2:24]1[O:25][CH2:26][CH2:27][CH2:28]1.[Li+:23].[OH-:22].[OH2:21].[OH2:29]>>[C:1](#[N:2])[c:3]1[cH:4][c:5](-[c:9]2[n:10][o:11][c:12]([CH2:18][O:19][CH3:20])[c:13]2[C:14](=[O:15])[OH:16])[cH:6][cH:7][cH:8]1. Starting materials: C(CCC)[Li] (n-butyl lithium), BrC=1C=C(CC2=C(C3=CC=CC=CC3=C2)C)C=CC1 (2-(3-bromobenzyl)-1-methylazulene), C1CCOC1 (THF), C(C1=CC=CC=C1)O[C@H]1C(=O)O[C@@H]([C@H]([C@@H]1OCC1=CC=CC=C1)OCC1=CC=CC=C1)COCC1=CC=CC=C1 (2,3,4,6-tetra-O-benzyl-D-(+)-glucono-1,5-lactone), C1CCOC1 (THF), [Cl-].[NH4+] (ammonium chloride). Run in CCCCCC (hexane). Conditions: time 1 hour. Product: C(C1=CC=CC=C1)O[C@H]1C(O)(O[C@@H]([C@H]([C@@H]1OCC1=CC=CC=C1)OCC1=CC=CC=C1)COCC1=CC=CC=C1)C1=CC(=CC=C1)CC1=CC(=C2C=CC=CC=C12)C (2,3,4,6-tetra-O-benzyl-1-C-[3-[(3-methylazulen-1-yl)methyl]phenyl]-D-glucopyranose). RXN SMILES: [CH2:1]([Li])[CH2:2][CH2:3][CH3:4].BrC1C=C(C=CC=1)C[C:11]1[CH:20]=[C:19]2[C:13](=[CH:14][CH:15]=[CH:16][CH:17]=[CH:18]2)[C:12]=1[CH3:21].[CH2:25]([O:32][C@@H:33]1[C@@H:39]([O:40][CH2:41][C:42]2[CH:47]=[CH:46][CH:45]=[CH:44][CH:43]=2)[C@H:38]([O:48][CH2:49][C:50]2[CH:55]=[CH:54][CH:53]=[CH:52][CH:51]=2)[C@@H:37]([CH2:56][O:57][CH2:58][C:59]2[CH:64]=[CH:63][CH:62]=[CH:61][CH:60]=2)[O:36][C:34]1=[O:35])[C:26]1[CH:31]=[CH:30][CH:29]=[CH:28][CH:27]=1.[Cl-].[NH4+].[CH2:67]1[CH2:71]OC[CH2:68]1>CCCCCC>[CH2:25]([O:32][C@@H:33]1[C@@H:39]([O:40][CH2:41][C:42]2[CH:47]=[CH:46][CH:45]=[CH:44][CH:43]=2)[C@H:38]([O:48][CH2:49][C:50]2[CH:51]=[CH:52][CH:53]=[CH:54][CH:55]=2)[C@@H:37]([CH2:56][O:57][CH2:58][C:59]2[CH:60]=[CH:61][CH:62]=[CH:63][CH:64]=2)[O:36][C:34]1([C:1]1[CH:71]=[CH:67][CH:68]=[C:3]([CH2:4][C:20]2[C:19]3[C:13]([CH:14]=[CH:15][CH:16]=[CH:17][CH:18]=3)=[C:12]([CH3:21])[CH:11]=2)[CH:2]=1)[OH:35])[C:26]1[CH:27]=[CH:28][CH:29]=[CH:30][CH:31]=1 |f:3.4|. Procedure details: A 1.6 M hexane solution of n-butyl lithium (2.44 ml) was added dropwise to a solution of 2-(3-bromobenzyl)-1-methylazulene (1.2 g) in THF (8.0 ml) at −78° C. and the mixture was stirred for one hour. Then, a solution of 2,3,4,6-tetra-O-benzyl-D-(+)-glucono-1,5-lactone (2.08 g) in THF (8.0 ml) was added dropwise to the reaction mixture and the mixture was stirred for one hour. Saturated aqueous solution of ammonium chloride was added to the reaction mixture and the mixture was extracted with ethy... Reactants: solution, O.[OH-].[Li+] (lithium hydroxide monohydrate), O (water), Cl (HCl), O1CCOCC1 (1,4-dioxane), C(#N)C=1C=C2C(CCOC2=CC1OC1=CC=C(C=C1)C(NCCC1=NC=C(C=C1)C(F)(F)F)=O)C(=O)OC (Methyl 6-cyano-7-(4-(2-(5-(trifluoromethyl)-pyridin-2-yl)ethylcarbamoyl)phenoxy)chroman-4-carboxylate). The solvent is C1CCOC1 (THF). Conditions: time 8 hour. Product: C(#N)C=1C=C2C(CCOC2=CC1OC1=CC=C(C=C1)C(NCCC1=NC=C(C=C1)C(F)(F)F)=O)C(=O)O (6-cyano-7-(4-(2-(5-(trifluoromethyl)pyridin-2-yl)ethylcarbamoyl)phenoxy)chroman-4-carboxylic acid). Isolated yield 36.9%. Reaction SMILES: [C:1]([C:3]1[CH:4]=[C:5]2[C:10](=[CH:11][C:12]=1[O:13][C:14]1[CH:19]=[CH:18][C:17]([C:20](=[O:34])[NH:21][CH2:22][CH2:23][C:24]3[CH:29]=[CH:28][C:27]([C:30]([F:33])([F:32])[F:31])=[CH:26][N:25]=3)=[CH:16][CH:15]=1)[O:9][CH2:8][CH2:7][CH:6]2[C:35]([O:37]C)=[O:36])#[N:2].O.[OH-].[Li+].O.Cl.O1CCOCC1>C1COCC1>[C:1]([C:3]1[CH:4]=[C:5]2[C:10](=[CH:11][C:12]=1[O:13][C:14]1[CH:19]=[CH:18][C:17]([C:20](=[O:34])[NH:21][CH2:22][CH2:23][C:24]3[CH:29]=[CH:28][C:27]([C:30]([F:31])([F:32])[F:33])=[CH:26][N:25]=3)=[CH:16][CH:15]=1)[O:9][CH2:8][CH2:7][CH:6]2[C:35]([OH:37])=[O:36])#[N:2] |f:1.2.3|. Procedure: Methyl 6-cyano-7-(4-(2-(5-(trifluoromethyl)-pyridin-2-yl)ethylcarbamoyl)phenoxy)chroman-4-carboxylate (14.2 mg, 0.0270 mmol) was dissolved in THF (3 mL) and 1M solution of lithium hydroxide monohydrate in water (54.0 μl, 0.0540 mmol) was added. The mixture was stirred overnight at ambient temperature, then quenched with 4.0 M HCl solution in 1,4-dioxane (20.3 μl, 0.0811 mmol). The reaction mixture was purified on silica gel (MeOH in dichloromethane with 1% acetic acid gradient) to provide 5.1 mg... Starting materials: ClC1=CC(=C(C=C1OC(F)F)[N+](=O)[O-])F (4-chloro-5-difluoromethoxy-2-fluoronitrobenzene), Cl (hydrochloric acid), stannous chloride dihydrate, [OH-].[Na+] (sodium hydroxide), resultant mixture, C(Cl)(Cl)Cl (chloroform). Solvent: C(C)O (ethanol), C(C)O (ethanol). Run at time 20 hour. Product: ClC1=CC(=C(N)C=C1OC(F)F)F (4-Chloro-5-difluoromethoxy-2-fluoroaniline). The yield is 86.8%. As a reaction SMILES: [Cl:1][C:2]1[C:7]([O:8][CH:9]([F:11])[F:10])=[CH:6][C:5]([N+:12]([O-])=O)=[C:4]([F:15])[CH:3]=1.Cl.[OH-].[Na+].C(Cl)(Cl)Cl>C(O)C>[Cl:1][C:2]1[C:7]([O:8][CH:9]([F:10])[F:11])=[CH:6][C:5]([NH2:12])=[C:4]([F:15])[CH:3]=1 |f:2.3|. Reported procedure: To 5 g of 4-chloro-5-difluoromethoxy-2-fluoronitrobenzene XII-1 were added 10.4 ml of ethanol and 20.7 ml of hydrochloric acid, and the resultant mixture was stirred at room temperature. A solution of 14 g of stannous chloride dihydrate in 20.7 ml of ethanol was dropwise added in 10 minutes to the mixture, which was stirred for 20 hours. The reaction mixture was basified with 10% aqueous sodium hydroxide and shaken with chloroform. The chloroform layer was dried and concentrated. The residue was... The reactants are COC1=CC=C(CN(C2=NC=C(C=N2)C=2C3=C(N=C(N2)N2CCOCC2)NCC3)CC3=CC=C(C=C3)OC)C=C1 (bis-(4-methoxy-benzyl)-[5-(2-morpholin-4-yl-6,7-dihydro-5H-pyrrolo[2,3-d]pyrimidin-4-yl)-pyrimidin-2-yl]-amine), C(C)(C)(C)OC(N(C1=CC=C(C=C1)Br)C(C)=O)=O (acetyl-(4-bromo-phenyl)-carbamic acid tert-butyl ester), BrC1=CC=C(C=C1)NC(C)=O (N-(4-bromo-phenyl)-acetamide), C(OC(C)(C)C)(OC(C)(C)C)=O (di-t butyl carbonate), COC(C1=CC=C(C=C1)Br)=O (4-bromobenzoic acid methyl ester). The reagents and catalysts are CN(C)C=1C=CN=CC1 (DMAP). The solvent is C(C)#N (acetonitrile). Yields the product C(C)(C)(C)OC(N(C1=CC=C(C=C1)N1CCC2=C1N=C(N=C2C=2C=NC(=NC2)N(CC2=CC=C(C=C2)OC)CC2=CC=C(C=C2)OC)N2CCOCC2)C(C)=O)=O (acetyl-[4-(4-{2-[bis-(4-methoxy-benzyl)-amino]-pyrimidin-5-yl}-2-morpholin-4-yl-5,6-dihydro-pyrrolo[2,3-d]pyrimidin-7-yl)-phenyl]-carbamic acid tert-butyl ester). Reaction SMILES: [CH3:1][O:2][C:3]1[CH:40]=[CH:39][C:6]([CH2:7][N:8]([CH2:30][C:31]2[CH:36]=[CH:35][C:34]([O:37][CH3:38])=[CH:33][CH:32]=2)[C:9]2[N:14]=[CH:13][C:12]([C:15]3[C:16]4[CH2:29][CH2:28][NH:27][C:17]=4[N:18]=[C:19]([N:21]4[CH2:26][CH2:25][O:24][CH2:23][CH2:22]4)[N:20]=3)=[CH:11][N:10]=2)=[CH:5][CH:4]=1.[C:41]([O:45][C:46](=[O:58])[N:47]([C:55](=[O:57])[CH3:56])[C:48]1[CH:53]=[CH:52][C:51](Br)=[CH:50][CH:49]=1)([CH3:44])([CH3:43])[CH3:42].BrC1C=CC(NC(=O)C)=CC=1.C(=O)(OC(C)(C)C)OC(C)(C)C.COC(=O)C1C=CC(Br)=CC=1>C(#N)C.CN(C1C=CN=CC=1)C>[C:41]([O:45][C:46](=[O:58])[N:47]([C:55](=[O:57])[CH3:56])[C:48]1[CH:49]=[CH:50][C:51]([N:27]2[C:17]3[N:18]=[C:19]([N:21]4[CH2:26][CH2:25][O:24][CH2:23][CH2:22]4)[N:20]=[C:15]([C:12]4[CH:11]=[N:10][C:9]([N:8]([CH2:7][C:6]5[CH:5]=[CH:4][C:3]([O:2][CH3:1])=[CH:40][CH:39]=5)[CH2:30][C:31]5[CH:32]=[CH:33][C:34]([O:37][CH3:38])=[CH:35][CH:36]=5)=[N:14][CH:13]=4)[C:16]=3[CH2:29][CH2:28]2)=[CH:52][CH:53]=1)([CH3:44])([CH3:42])[CH3:43]. Procedure details: From bis-(4-methoxy-benzyl)-[5-(2-morpholin-4-yl-6,7-dihydro-5H-pyrrolo[2,3-d]pyrimidin-4-yl)-pyrimidin-2-yl]-amine (81 mg) and acetyl-(4-bromo-phenyl)-carbamic acid tert-butyl ester (prepared from N-(4-bromo-phenyl)-acetamide and di-t butyl carbonate in acetonitrile in the presence of DMAP, 94 mg) instead of 4-bromobenzoic acid methyl ester in Example 1-D-08, in the same manner as Example 1-D-08, a crude product of acetyl-[4-(4-{2-[bis-(4-methoxy-benzyl)-amino]-pyrimidin-5-yl}-2-morpholin-4-yl-... Starting materials: C(CCl)Cl (EDC), CS(=O)(=O)N (methanesulfonamide), C(N)(=O)C=1C=C(C=C2C=3C=C(C=CC3NC12)C(=O)O)C1=CC(=C(C=C1)OC)F (8-carbamoyl-6-(3-fluoro-4-methoxyphenyl)-9H-carbazole-3-carboxylic acid). The reagents and catalysts are CN(C)C=1C=CN=CC1 (DMAP). Run in CN(C)C=O (DMF). Yields the product FC=1C=C(C=CC1OC)C=1C=C(C=2NC3=CC=C(C=C3C2C1)C(=O)NS(=O)(=O)C)C(=O)N (3-(3-fluoro-4-methoxyphenyl)-N6-(methylsulfonyl)-9H-carbazole-1,6-dicarboxamide). The yield is 54.9%. RXN SMILES: [C:1]([C:4]1[CH:5]=[C:6]([C:20]2[CH:25]=[CH:24][C:23]([O:26][CH3:27])=[C:22]([F:28])[CH:21]=2)[CH:7]=[C:8]2[C:16]=1[NH:15][C:14]1[CH:13]=[CH:12][C:11]([C:17](O)=[O:18])=[CH:10][C:9]2=1)(=[O:3])[NH2:2].C(Cl)CCl.[CH3:33][S:34]([NH2:37])(=[O:36])=[O:35]>CN(C=O)C.CN(C1C=CN=CC=1)C>[F:28][C:22]1[CH:21]=[C:20]([C:6]2[CH:5]=[C:4]([C:1]([NH2:2])=[O:3])[C:16]3[NH:15][C:14]4[C:9]([C:8]=3[CH:7]=2)=[CH:10][C:11]([C:17]([NH:37][S:34]([CH3:33])(=[O:36])=[O:35])=[O:18])=[CH:12][CH:13]=4)[CH:25]=[CH:24][C:23]=1[O:26][CH3:27]. Reported procedure: To a solution of 8-carbamoyl-6-(3-fluoro-4-methoxyphenyl)-9H-carbazole-3-carboxylic acid (53 mg, 0.070 mmol, Example 187) in DMF (1 ml) was added DMAP (63 mg, 0.516 mmol), then EDC (128 mg, 0.668 mmol) and methanesulfonamide (92 mg, 0.967 mmol) and the mixture stirred at room temperature for 18 hours. The reaction mixture was filtered through a 0.45 um Nylon filter and purified by prep HPLC (water/CH3CN/NH4OAc eluent system). Product containing fractions were evaporated to give 17.5 mg 3-(3-fluo... The product is CC1(OC2=C(C1(O)C)C(=C(C(=C2C)C)N2CCN(CC2)C2=CC=C(C=C2)OC)C)C (1-(2,2,3,4,6,7-hexamethyl-3-hydroxy-2,3-dihydro-1-benzofuran-5-yl)-4-(4-methoxyphenyl)piperazine). Solvent: C1CCOC1 (THF), O (water). Isolated yield 96.3%. Procedure: A solution of methyllithium in diethyl ether (1.14 M, 5.60 mL, 6.38 mmol) was added dropwise to a solution of 4-(4-methoxyphenyl)-1-(2,2,4,6,7-pentamethyl-2,3-dihydro-1-benzofuran-3-on-5-yl)piperazine (2.00 g, 5.06 mmol) obtained in Reference Example 13 in THF (20 ml) under ice cooling and the mixture was stirred for 10 minutes. The reaction mixture was diluted with water and extracted with ethyl acetate. The organic extract was washed with water and saturated aqueous sodium chloride, and dried ... Conditions: time 10 minute. As a reaction SMILES: C[Li].[CH2:3](OCC)C.[CH3:8][O:9][C:10]1[CH:15]=[CH:14][C:13]([N:16]2[CH2:21][CH2:20][N:19]([C:22]3[C:23]([CH3:36])=[C:24]([CH3:35])[C:25]4[O:29][C:28]([CH3:31])([CH3:30])[C:27](=[O:32])[C:26]=4[C:33]=3[CH3:34])[CH2:18][CH2:17]2)=[CH:12][CH:11]=1>C1COCC1.O>[CH3:30][C:28]1([CH3:31])[C:27]([CH3:3])([OH:32])[C:26]2[C:33]([CH3:34])=[C:22]([N:19]3[CH2:18][CH2:17][N:16]([C:13]4[CH:12]=[CH:11][C:10]([O:9][CH3:8])=[CH:15][CH:14]=4)[CH2:21][CH2:20]3)[C:23]([CH3:36])=[C:24]([CH3:35])[C:25]=2[O:29]1. The reactants are C[Li] (methyllithium), C(C)OCC (diethyl ether), COC1=CC=C(C=C1)N1CCN(CC1)C=1C(=C(C2=C(C(C(O2)(C)C)=O)C1C)C)C (4-(4-methoxyphenyl)-1-(2,2,4,6,7-pentamethyl-2,3-dihydro-1-benzofuran-3-on-5-yl)piperazine).